From a dataset of the Open Reaction Database (ORD), a public repository of structured organic reaction records. describe an organic reaction: reactants, conditions, products, and yield Starting materials: CCOC(=O)CCN(C(C)=O)C1c2ccccc2-c2ccccc21, CCO, [Na+], [OH-], O. Yields the product CC(=O)N(CCC(=O)O)C1c2ccccc2-c2ccccc21. As a reaction SMILES: [CH2:3]([CH3:4])[O:5][C:6]([CH2:7][CH2:8][N:9]([CH:10]1[c:11]2[cH:12][cH:13][cH:14][cH:15][c:16]2-[c:17]2[cH:18][cH:19][cH:20][cH:21][c:22]21)[C:23]([CH3:24])=[O:25])=[O:26].[CH3:27][CH2:28][OH:29].[Na+:2].[OH-:1].[OH2:30]>>[O:5]=[C:6]([CH2:7][CH2:8][N:9]([CH:10]1[c:11]2[cH:12][cH:13][cH:14][cH:15][c:16]2-[c:17]2[cH:18][cH:19][cH:20][cH:21][c:22]21)[C:23]([CH3:24])=[O:25])[OH:26]. Reactants: CC(C)c1ccc2[nH]ncc2c1Br, [H-], CI, [Na+], CN(C)C=O. Product: CC(C)c1ccc2c(cnn2C)c1Br. As a reaction SMILES: [Br:1][c:2]1[c:3]2[cH:4][n:5][nH:6][c:7]2[cH:8][cH:9][c:10]1[CH:11]([CH3:12])[CH3:13].[H-:14].[I:16][CH3:17].[Na+:15].[O:18]=[CH:19][N:20]([CH3:21])[CH3:22]>>[Br:1][c:2]1[c:3]2[cH:4][n:5][n:6]([CH3:17])[c:7]2[cH:8][cH:9][c:10]1[CH:11]([CH3:12])[CH3:13]. Starting materials: C[C@]1(C[C@]2(CNC(O2)=O)CCC1)CN1C=NC2=C1C=C(C=C2)C#N (1-{[(5S,7S)-7-methyl-2-oxo-1-oxa-3-azaspiro[4.5]dec-7-yl]methyl}-1H-benzimidazole-6-carbonitrile), [H-].[Na+] (sodium hydride), oil, BrCC1=NC=C(N=C1)OCC (2-(bromomethyl)-5-ethoxypyrazine). Run in CN(C=O)C (N,N-Dimethylformamide), [NH4+].[Cl-] (NH4Cl). Run at time 30 minute. Yields the product C(C)OC=1N=CC(=NC1)CN1C(O[C@]2(C1)C[C@@](CCC2)(C)CN2C=NC1=C2C=C(C=C1)C#N)=O (1-(((5S,7S)-3-((5-ethoxypyrazin-2-yl)methyl)-7-methyl-2-oxo-1-oxa-3-azaspiro[4.5]decan-7-yl)methyl)-1H-benzo[d]imidazole-6-carbonitrile). The yield is 58.8%. RXN SMILES: [CH3:1][C@:2]1([CH2:13][N:14]2[C:18]3[CH:19]=[C:20]([C:23]#[N:24])[CH:21]=[CH:22][C:17]=3[N:16]=[CH:15]2)[CH2:12][CH2:11][CH2:10][C@:4]2([O:8][C:7](=[O:9])[NH:6][CH2:5]2)[CH2:3]1.[H-].[Na+].Br[CH2:28][C:29]1[CH:34]=[N:33][C:32]([O:35][CH2:36][CH3:37])=[CH:31][N:30]=1>CN(C)C=O.[NH4+].[Cl-]>[CH2:36]([O:35][C:32]1[N:33]=[CH:34][C:29]([CH2:28][N:6]2[CH2:5][C@@:4]3([CH2:10][CH2:11][CH2:12][C@@:2]([CH2:13][N:14]4[C:18]5[CH:19]=[C:20]([C:23]#[N:24])[CH:21]=[CH:22][C:17]=5[N:16]=[CH:15]4)([CH3:1])[CH2:3]3)[O:8][C:7]2=[O:9])=[N:30][CH:31]=1)[CH3:37] |f:1.2,5.6|. Procedure: To a solution of 1-{[(5S,7S)-7-methyl-2-oxo-1-oxa-3-azaspiro[4.5]dec-7-yl]methyl}-1H-benzimidazole-6-carbonitrile (150 mg, 0.462 mmol) in N,N-Dimethylformamide (DMF) (2 mL) was added 60% sodium hydride in mineral oil (24.04 mg, 0.601 mmol) and stirred for 30 minutes. To the mixture was added 2-(bromomethyl)-5-ethoxypyrazine (120 mg, 0.555 mmol) and stirred overnight. The reaction was diluted with saturated NH4Cl and extracted with ethyl acetate (3×). The combined organic extracts were washed wit...